Dataset: the Open Reaction Database (ORD), a public repository of structured organic reaction records. Task: describe an organic reaction: reactants, conditions, products, and yield The reactants are [H-].[Na+] (Sodium hydride), O (water), C(C1=CC=CC=C1)OC=1C=C2C=CNC2=CC1 (5-benzyloxyindole), CNC(OC1=CC=CC=C1)=O (phenyl N-methylcarbamate). The solvent is CN(C=O)C (N,N-dimethylformamide). The product is CNC(=O)N1C=CC2=CC(=CC=C12)OCC1=CC=CC=C1 (5-Benzyloxy-1H-indole-1-carboxylic acid methylamide). The yield is 93.4%. Reaction SMILES: [H-].[Na+].[CH2:3]([O:10][C:11]1[CH:12]=[C:13]2[C:17](=[CH:18][CH:19]=1)[NH:16][CH:15]=[CH:14]2)[C:4]1[CH:9]=[CH:8][CH:7]=[CH:6][CH:5]=1.[CH3:20][NH:21][C:22](=O)[O:23]C1C=CC=CC=1.O>CN(C)C=O>[CH3:20][NH:21][C:22]([N:16]1[C:17]2[C:13](=[CH:12][C:11]([O:10][CH2:3][C:4]3[CH:5]=[CH:6][CH:7]=[CH:8][CH:9]=3)=[CH:19][CH:18]=2)[CH:14]=[CH:15]1)=[O:23] |f:0.1|. Procedure details: Sodium hydride (2.212 g, 55.30 mmol, 60% in oil) was suspended in N,N-dimethylformamide (100 ml), 5-benzyloxyindole (10.29 g, 46.09 mmol) was added thereto while stirred at room temperature, and the reaction mixture was stirred at room temperature for 40 minutes. The reaction mixture was cooled with an ice water bath, and phenyl N-methylcarbamate (8.360 g, 55.30 mmol) was added. After the reaction mixture was stirred for 30 minutes, the solution was stirred at room temperature for 2.5 hours. Aft...